Dataset: the Open Reaction Database (ORD), a public repository of structured organic reaction records. Task: describe an organic reaction: reactants, conditions, products, and yield The reactants are CC(O)C(=O)NC1C(=O)N(C)c2ccccc2-c2ccccc21, O=C=Nc1ccccc1. Yields the product CC(OC(=O)Nc1ccccc1)C(=O)NC1C(=O)N(C)c2ccccc2-c2ccccc21. RXN SMILES: [OH:10][CH:11]([C:12](=[O:13])[NH:14][CH:15]1[c:16]2[c:17]([cH:28][cH:29][cH:30][cH:31]2)-[c:18]2[c:19]([cH:24][cH:25][cH:26][cH:27]2)[N:20]([CH3:23])[C:21]1=[O:22])[CH3:32].[c:1]1([N:7]=[C:8]=[O:9])[cH:2][cH:3][cH:4][cH:5][cH:6]1>>[c:1]1([NH:7][C:8](=[O:9])[O:10][CH:11]([C:12](=[O:13])[NH:14][CH:15]2[c:16]3[c:17]([cH:28][cH:29][cH:30][cH:31]3)-[c:18]3[c:19]([cH:24][cH:25][cH:26][cH:27]3)[N:20]([CH3:23])[C:21]2=[O:22])[CH3:32])[cH:2][cH:3][cH:4][cH:5][cH:6]1. Reactants: ClCCNC(NC1CC(NC(C1)(C)C)(C)C)=O (4-[3-(2-chloroethyl)ureido]-2,2,6,6-tetramethylpiperidine), Cl (hydrochloride), monohydrate, Cl (hydrochloric acid), N(=O)[O-].[Na+] (sodium nitrite). Reaction conditions: time 1.5 hour. The product is ClCCN(C(NC1CC(NC(C1)(C)C)(C)C)=O)N=O (4-[3-(2-Chloroethyl)-3-nitrosoureido]-2,2,6,6-tetramethylpiperidine). As a reaction SMILES: [Cl:1][CH2:2][CH2:3][NH:4][C:5](=[O:17])[NH:6][CH:7]1[CH2:12][C:11]([CH3:14])([CH3:13])[NH:10][C:9]([CH3:16])([CH3:15])[CH2:8]1.Cl.[N:19]([O-])=[O:20].[Na+]>>[Cl:1][CH2:2][CH2:3][N:4]([N:19]=[O:20])[C:5](=[O:17])[NH:6][CH:7]1[CH2:8][C:9]([CH3:16])([CH3:15])[NH:10][C:11]([CH3:13])([CH3:14])[CH2:12]1 |f:2.3|. Procedure details: To a solution of 1 g. of 4-[3-(2-chloroethyl)ureido]-2,2,6,6-tetramethylpiperidine in 8 ml. of 10% hydrochloric acid was added gradually 0.4 g. of sodium nitrite at 0° - 5° C. After completion of the addition, the reaction mixture was stirred at a temperature below 10° C. for additional 1.5 hours. The crystalline substances separated out in situ during the stirring were recovered by filtration, washed with a small amount of cold water and recrystallized from aqueous methanol to give 0.5 g. of th... Reactants: CC(=O)C1=C(C=C(C=C1)OC)O (2-hydroxy-4-methoxyacetophenone), ClC1=C(C(=O)Cl)C=CC=C1 (2-chlorobenzoyl chloride). Product: ClC1=C(C=CC=C1)C=1OC2=C(C(C1)=O)C=CC(=C2)OC (2-(2-chlorophenyl)-7-methoxy-4H-1-benzopyran-4-one). RXN SMILES: [CH3:1][C:2]([C:4]1[CH:9]=[CH:8][C:7]([O:10][CH3:11])=[CH:6][C:5]=1[OH:12])=[O:3].[Cl:13][C:14]1[CH:22]=[CH:21][CH:20]=[CH:19][C:15]=1[C:16](Cl)=O>>[Cl:13][C:14]1[CH:22]=[CH:21][CH:20]=[CH:19][C:15]=1[C:16]1[O:12][C:5]2[CH:6]=[C:7]([O:10][CH3:11])[CH:8]=[CH:9][C:4]=2[C:2](=[O:3])[CH:1]=1. Reported procedure: 2 is prepared from 2-hydroxy-4-methoxyacetophenone and 2-chlorobenzoyl chloride by the procedure of Example 1. Material is purified by flash chromatography (gradient elution using 25% ethyl acetate in hexane and 10% ethyl acetate in chloroform; material is loaded on column in methylene chloride), yielding 2 with a melting point of 148.5°-149.5° C. RXN SMILES: [C:1]([C:3]1[N:8]=[C:7]([Cl:9])[N:6]=[C:5](Cl)[C:4]=1[Cl:11])#[N:2].[NH:12]1[CH2:17][CH2:16][S:15](=[O:18])[CH2:14][CH2:13]1>>[C:1]([C:3]1[N:8]=[C:7]([Cl:9])[N:6]=[C:5]([N:12]2[CH2:17][CH2:16][S:15](=[O:18])[CH2:14][CH2:13]2)[C:4]=1[Cl:11])#[N:2]. The product is C(#N)C1=C(C(=NC(=N1)Cl)N1CCS(CC1)=O)Cl (6-cyano-2,5-dichloro-4-(1-oxido-thiomorpholino)-pyrimidine). Reported procedure: 5.8 gm (0.02 mol) of 6-cyano-2,5-dichloro-4-(1-oxido-thiomorpholino)-pyrimidine (m.p. 145°-147°C), obtained from 6-cyano-2,4,5-trichloro-pyrimidine and thiomorpholine-1-oxide, were slowly added to a solution of 19.4 gm (0.1 mol) of piperazine hexahydrate in 100 ml of dioxane, whereby a mild endothermic reaction was released and a solution was rapidly formed. After standing for a short time, the reaction mixture was evaporated almost to dryness in vacuo, and the residue was taken up in about 100 ... Reactants: C(#N)C1=C(C(=NC(=N1)Cl)Cl)Cl (6-cyano-2,4,5-trichloro-pyrimidine), N1CCS(CC1)=O (thiomorpholine-1-oxide). Reactants: COC([C@H](CC1=CC=C(C=C1)C1=C(C=CC=C1)OC)NC(=O)OC(C)(C)C)=O ((S)-N-t-butoxycarbonylamino-3-(2'-methoxybiphenyl-4-yl)-propionic acid methyl ester), [OH-].[Na+] (sodium hydroxide), CCOCC (Ether). The solvent is O (water). Product: C(C)(C)(C)OC(=O)N[C@H](C(=O)O)CC1=CC=C(C=C1)C1=C(C=CC=C1)OC ((S)-N-t-butoxycarbonylamino-3-(2'-methoxybiphenyl-4-yl)-propionic acid). As a reaction SMILES: C[O:2][C:3](=[O:28])[C@@H:4]([NH:20][C:21]([O:23][C:24]([CH3:27])([CH3:26])[CH3:25])=[O:22])[CH2:5][C:6]1[CH:11]=[CH:10][C:9]([C:12]2[CH:17]=[CH:16][CH:15]=[CH:14][C:13]=2[O:18][CH3:19])=[CH:8][CH:7]=1.[OH-].[Na+].CCOCC>O>[C:24]([O:23][C:21]([NH:20][C@@H:4]([CH2:5][C:6]1[CH:7]=[CH:8][C:9]([C:12]2[CH:17]=[CH:16][CH:15]=[CH:14][C:13]=2[O:18][CH3:19])=[CH:10][CH:11]=1)[C:3]([OH:28])=[O:2])=[O:22])([CH3:26])([CH3:27])[CH3:25] |f:1.2|. Procedure details: A solution of (S)-N-t-butoxycarbonylamino-3-(2'-methoxybiphenyl-4-yl)-propionic acid methyl ester (4.1 g in methanolic 1N sodium hydroxide (60 mL) is stirred at room temperature for 3 hours. Ether (30 mL) and water (30 mL) are added. The aqueous layer is separated and acidified with concentrated HCl, then extracted with ether (2×20 mL) and dried over anhydrous sodium sulfate. Evaporation of the solvent under reduced pressure gives (S)-N-t-butoxycarbonylamino-3-(2'-methoxybiphenyl-4-yl)-propionic...